Dataset: the Open Reaction Database (ORD), a public repository of structured organic reaction records. Task: describe an organic reaction: reactants, conditions, products, and yield The reactants are C(C)C1=CC=C(C=C1)C1CC(CNC1)C(=O)NC1=CC=CC=C1 (5-(4-ethylphenyl)-N-phenylpiperidine-3-carboxamide), C1(CC1)N=C=O (cyclopropyl isocyanate). Yields the product C1(CC1)NC(=O)N1CC(CC(C1)C1=CC=C(C=C1)CC)C(=O)NC1=CC=CC=C1 (N1-Cyclopropyl-5-(4-ethylphenyl)-N3-phenylpiperidine-1,3-dicarboxamide). Reaction SMILES: [CH2:1]([C:3]1[CH:8]=[CH:7][C:6]([CH:9]2[CH2:14][NH:13][CH2:12][CH:11]([C:15]([NH:17][C:18]3[CH:23]=[CH:22][CH:21]=[CH:20][CH:19]=3)=[O:16])[CH2:10]2)=[CH:5][CH:4]=1)[CH3:2].[CH:24]1([N:27]=[C:28]=[O:29])[CH2:26][CH2:25]1>>[CH:24]1([NH:27][C:28]([N:13]2[CH2:14][CH:9]([C:6]3[CH:5]=[CH:4][C:3]([CH2:1][CH3:2])=[CH:8][CH:7]=3)[CH2:10][CH:11]([C:15]([NH:17][C:18]3[CH:19]=[CH:20][CH:21]=[CH:22][CH:23]=3)=[O:16])[CH2:12]2)=[O:29])[CH2:26][CH2:25]1. Reported procedure: 62 mg (0.20 mmol) of 5-(4-ethylphenyl)-N-phenylpiperidine-3-carboxamide (Example 17A) and 17 mg (0.20 mmol, 1.0 eq.) of cyclopropyl isocyanate were reacted according to General Method 4. Yield: 63 mg (80% of theory) Starting materials: ClC1=NC=C(C(=N1)NC=1C=CC(=C(CN(CCO)CC)C1)F)Cl (2-{[5-(2,5-Dichloro-pyrimidin-4-ylamino)-2-fluoro-benzyl]-ethyl-amino}-ethanol), ( M ), NC1=CC2=C(CCN(CC2)CC(=O)N(C)C)C=C1OC (2-(7-Amino-8-methoxy-1,2,4,5-tetrahydro-benzo[d]azepin-3-yl)-N,N-dimethyl-acetamide), example 730. Yields the product ClC=1C(=NC(=NC1)NC1=CC2=C(CCN(CC2)CC(=O)N(C)C)C=C1OC)NC1=CC(=C(C=C1)F)CN(CCO)CC (2-{7-[5-Chloro-4-(3-{[ethyl-(2-hydroxy-ethyl)-amino]-methyl}-4-fluoro-phenylamino)-pyrimidin-2-ylamino]-8-methoxy-1,2,4,5-tetrahydro-benzo[d]azepin-3-yl}-N,N-dimethyl-acetamide). RXN SMILES: Cl[C:2]1[N:7]=[C:6]([NH:8][C:9]2[CH:10]=[CH:11][C:12]([F:22])=[C:13]([CH:21]=2)[CH2:14][N:15]([CH2:19][CH3:20])[CH2:16][CH2:17][OH:18])[C:5]([Cl:23])=[CH:4][N:3]=1.[NH2:24][C:25]1[C:41]([O:42][CH3:43])=[CH:40][C:28]2[CH2:29][CH2:30][N:31]([CH2:34][C:35]([N:37]([CH3:39])[CH3:38])=[O:36])[CH2:32][CH2:33][C:27]=2[CH:26]=1>>[Cl:23][C:5]1[C:6]([NH:8][C:9]2[CH:10]=[CH:11][C:12]([F:22])=[C:13]([CH2:14][N:15]([CH2:19][CH3:20])[CH2:16][CH2:17][OH:18])[CH:21]=2)=[N:7][C:2]([NH:24][C:25]2[C:41]([O:42][CH3:43])=[CH:40][C:28]3[CH2:29][CH2:30][N:31]([CH2:34][C:35]([N:37]([CH3:39])[CH3:38])=[O:36])[CH2:32][CH2:33][C:27]=3[CH:26]=2)=[N:3][CH:4]=1. Reported procedure: The title compound was prepared from 2-{[5-(2,5-Dichloro-pyrimidin-4-ylamino)-2-fluoro-benzyl]-ethyl-amino}-ethanol and 2-(7-Amino-8-methoxy-1,2,4,5-tetrahydro-benzo[d]azepin-3-yl)-N,N-dimethyl-acetamide in an analogous manner to example 730 (0.047 g, 43%). Mp 71-75° C. LCMS (m/e) 600 (M); 1H-NMR (DMSO, 400 MHz) δ 8.90 (s, 1H), 8.09 (s, 1H), 7.63 (s, 1H), 7.59 (s, 1H), 7.58-7.48 (m, 3H), 7.10-7.02 (t, 1H, J=9.09 Hz), 6.78 (s, 1H), 4.35-4.25 (t, 1H), 3.77 (s, 3H), 3.59 (s, 2H), 3.46-3.45 (q, 2H, ... The reactants are FC1=CC=C2C(=NN(C2=C1)C)C=1N=C2C(=NC1)NC=C2C(=O)NC(CCNC(OC(C)(C)C)=O)(C)C (tert-butyl 3-(2-(6-fluoro-1-methyl-1H-indazol-3-yl)-5H-pyrrolo[2,3-b]pyrazine-7-carboxamido)-3-methylbutylcarbamate), FC(C(=O)O)(F)F (trifluoroacetic acid). The solvent is ClCCl (dichloromethane). Reaction conditions: time 1 hour. Product: FC(C(=O)O)(F)F.NCCC(C)(C)NC(=O)C1=CNC2=NC=C(N=C21)C2=NN(C1=CC(=CC=C21)F)C (N-(4-amino-2-methylbutan-2-yl)-2-(6-fluoro-1-methyl-1H-indazol-3-yl)-5H-pyrrolo[2,3-b]pyrazine-7-carboxamide 2,2,2-trifluoroacetate). Yield: 30.9%. RXN SMILES: [F:1][C:2]1[CH:10]=[C:9]2[C:5]([C:6]([C:12]3[N:13]=[C:14]4[C:20]([C:21]([NH:23][C:24]([CH3:36])([CH3:35])[CH2:25][CH2:26][NH:27]C(=O)OC(C)(C)C)=[O:22])=[CH:19][NH:18][C:15]4=[N:16][CH:17]=3)=[N:7][N:8]2[CH3:11])=[CH:4][CH:3]=1.[F:37][C:38]([F:43])([F:42])[C:39]([OH:41])=[O:40]>ClCCl>[F:37][C:38]([F:43])([F:42])[C:39]([OH:41])=[O:40].[NH2:27][CH2:26][CH2:25][C:24]([NH:23][C:21]([C:20]1[C:14]2[C:15](=[N:16][CH:17]=[C:12]([C:6]3[C:5]4[C:9](=[CH:10][C:2]([F:1])=[CH:3][CH:4]=4)[N:8]([CH3:11])[N:7]=3)[N:13]=2)[NH:18][CH:19]=1)=[O:22])([CH3:35])[CH3:36] |f:3.4|. Reported procedure: To a stirred solution of tert-butyl 3-(2-(6-fluoro-1-methyl-1H-indazol-3-yl)-5H-pyrrolo[2,3-b]pyrazine-7-carboxamido)-3-methylbutylcarbamate (110 mg, 0.22 mmol) in 6 mL of dichloromethane was added trifluoroacetic acid (3 mL) in one portion at room temperature and the solution stirred for one hour. The solvent was evaporated at 40° C. under reduced pressure and the residue was purified by preparative-HPLC (Gemini 5u C18 150×21.2 mm; inject volume: 3 mL/inj, flow rate: 20 mL/min; wavelength: 214 ... Reactants: C1=CC=CC=2SC3=CC=CC=C3NC12 (phenothiazine), COC1C=CC=CC=C1 (7-methoxycycloheptatriene). Yields the product final product, COC1=CC=CC=CC1 (1-methoxycycloheptatriene). As a reaction SMILES: C1C2NC3C(=CC=CC=3)SC=2C=CC=1.[CH3:15][O:16][CH:17]1[CH:23]=[CH:22][CH:21]=[CH:20][CH:19]=[CH:18]1>>[CH3:15][O:16][C:17]1[CH2:23][CH:22]=[CH:21][CH:20]=[CH:19][CH:18]=1. Procedure details: The preferred embodiment of the improved process of this invention involves the use of the above mentioned process modifications of the prior art process, particularly the use of the polymerization inhibitor phenothiazine, with the additional process improvement of heating the 7-methoxycycloheptatriene in the second step of the process to an elevated temperature, e.g., 180° C. at reduced pressure to give a final product 1-methoxycycloheptatriene of increased mole percent yield and purity. More s... Starting materials: COC1=C(C=C(C=C1)C=C)[N+](=O)[O-] (1-methoxy-2-nitro-4-vinyl-benzene), C(C)(=O)O (acetic acid). The reagents and catalysts are [Zn] (zinc). Solvent: ClCCl (dichloromethane). Reaction conditions: time 30 minute. The product is COC1=C(C=C(C=C1)C=C)N (2-methoxy-5-vinyl-phenylamine). Isolated yield 60.0%. As a reaction SMILES: [CH3:1][O:2][C:3]1[CH:8]=[CH:7][C:6]([CH:9]=[CH2:10])=[CH:5][C:4]=1[N+:11]([O-])=O.C(O)(=O)C>ClCCl.[Zn]>[CH3:1][O:2][C:3]1[CH:8]=[CH:7][C:6]([CH:9]=[CH2:10])=[CH:5][C:4]=1[NH2:11]. Reported procedure: To a solution of 1-methoxy-2-nitro-4-vinyl-benzene (100 mg) in dichloromethane (2 mL) was added zinc dust (large excess), followed by acetic acid (0.5 mL) and the resulting mixture was stirred at room temperature for 30 minutes. The solid was filtered, washed with dichloromethane and discarded. The filtrate was evaporated under reduced pressure and the residue was purified by flash chromatography (hexane/EtOAc, 90/10) to give 50 mg of 2-methoxy-5-vinyl-phenylamine.